From a dataset of the Open Reaction Database (ORD), a public repository of structured organic reaction records. describe an organic reaction: reactants, conditions, products, and yield Reactants: C(CCC)[Sn](CCCC)(Cl)Cl (dibutyl tin chloride), [F-].[F-].[NH4+].[NH4+] (ammonium difluoride). Yields the product C(CCC)[Sn](CCCC)(F)F (dibutyl tin difluoride). As a reaction SMILES: [CH2:1]([Sn:5](Cl)(Cl)[CH2:6][CH2:7][CH2:8][CH3:9])[CH2:2][CH2:3][CH3:4].[F-:12].[F-:13].[NH4+].[NH4+]>>[CH2:1]([Sn:5]([F:13])([F:12])[CH2:6][CH2:7][CH2:8][CH3:9])[CH2:2][CH2:3][CH3:4] |f:1.2.3.4|. Procedure: Advantageously, dibutyl tin chloride and an ammonium difluoride are reacted to form a dibutyl tin difluoride precipitate. Dibutyl tin dichloride (DBTCl) is solubilized in an alcohol, preferably methanol, in a first reaction vessel. In a second such vessel, ammonium difluoride (NH4F, HF) is dissolved in a solvent which is preferably water. The contents of one reaction vessel are poured into the other and, on contact of the two solutions, a dibutyl tin difluoride precipitate is formed. The mixture... The reactants are CC(=O)[O-], CC(=O)[O-], OB(O)c1ccc(Cl)nc1, [Cu+2], CC(C)N1CCN(C(=O)c2ccc3[nH]c(C(=O)N4CCS(=O)(=O)CC4)cc3c2)CC1, c1ccncc1. The product is CC(C)N1CCN(C(=O)c2ccc3c(c2)cc(C(=O)N2CCS(=O)(=O)CC2)n3-c2ccc(Cl)nc2)CC1. RXN SMILES: [C:41]([O-:42])(=[O:43])[CH3:44].[C:46]([O-:47])(=[O:48])[CH3:49].[Cl:31][c:32]1[n:33][cH:34][c:35]([B:38]([OH:39])[OH:40])[cH:36][cH:37]1.[Cu+2:45].[O:1]=[S:2]1(=[O:30])[CH2:3][CH2:4][N:5]([C:8](=[O:9])[c:10]2[nH:11][c:12]3[cH:13][cH:14][c:15]([C:19](=[O:20])[N:21]4[CH2:22][CH2:23][N:24]([CH:27]([CH3:28])[CH3:29])[CH2:25][CH2:26]4)[cH:16][c:17]3[cH:18]2)[CH2:6][CH2:7]1.[cH:50]1[cH:51][cH:52][n:53][cH:54][cH:55]1>>[O:1]=[S:2]1(=[O:30])[CH2:3][CH2:4][N:5]([C:8](=[O:9])[c:10]2[n:11](-[c:35]3[cH:34][n:33][c:32]([Cl:31])[cH:37][cH:36]3)[c:12]3[cH:13][cH:14][c:15]([C:19](=[O:20])[N:21]4[CH2:22][CH2:23][N:24]([CH:27]([CH3:28])[CH3:29])[CH2:25][CH2:26]4)[cH:16][c:17]3[cH:18]2)[CH2:6][CH2:7]1.